Dataset: the Open Reaction Database (ORD), a public repository of structured organic reaction records. Task: describe an organic reaction: reactants, conditions, products, and yield The reactants are CC(C)(C)CC(NC(=O)C(NC(=O)OC(C)(C)C)c1ccc(OCCOC(C)(C)C)cc1)C(=O)Nc1ccc(I)cc1F, CC#N, Cl, C1COCCO1. Product: CC(C)(C)CC(NC(=O)C(N)c1ccc(OCCOC(C)(C)C)cc1)C(=O)Nc1ccc(I)cc1F. As a reaction SMILES: [C:1]([O:2][C:3](=[O:4])[NH:7][CH:8]([C:9]([NH:10][CH:11]([CH2:12][C:13]([CH3:14])([CH3:15])[CH3:16])[C:17]([NH:18][c:19]1[c:20]([F:26])[cH:21][c:22]([I:25])[cH:23][cH:24]1)=[O:27])=[O:28])[c:29]1[cH:30][cH:31][c:32]([O:35][CH2:36][CH2:37][O:38][C:39]([CH3:40])([CH3:41])[CH3:42])[cH:33][cH:34]1)([CH3:5])([CH3:6])[CH3:43].[CH3:51][C:52]#[N:53].[ClH:44].[O:45]1[CH2:46][CH2:47][O:48][CH2:49][CH2:50]1>>[NH2:7][CH:8]([C:9]([NH:10][CH:11]([CH2:12][C:13]([CH3:14])([CH3:15])[CH3:16])[C:17]([NH:18][c:19]1[c:20]([F:26])[cH:21][c:22]([I:25])[cH:23][cH:24]1)=[O:27])=[O:28])[c:29]1[cH:30][cH:31][c:32]([O:35][CH2:36][CH2:37][O:38][C:39]([CH3:40])([CH3:41])[CH3:42])[cH:33][cH:34]1. The product is C=1N=CN2C1C1(CCC2)OCC2=C1C=CC(=C2)C#N (6′,7′-Dihydro-3H,5′H-spiro[2-benzofuran-1,8′-imidazo[1,5-a]pyridine]-5-carbonitrile). The solvent is CN1C(CCC1)=O (N-methyl-pyrrolidone). Starting materials: BrC1=CC2=C(C=C1)C1(C=3N(CCC1)C=NC3)OC2 (5-bromo-6′,7′-dihydro-3H,5′H-spiro[2-benzofuran-1,8′-imidazo[1,5-a]pyridine]), [Cu]C#N (copper(I) cyanide), N (ammonia), C(C)(=O)OCC (ethyl acetate). Procedure details: A mixture of 1.93 mmol of 5-bromo-6′,7′-dihydro-3H,5′H-spiro[2-benzofuran-1,8′-imidazo[1,5-a]pyridine] and 9.63 mmol of copper(I) cyanide in 10 ml of N-methyl-pyrrolidone is heated to 150° C. for 72 h. The reaction mixture is cooled to room temperature and poured into a mixture of 25% aqueous ammonia and ethyl acetate. The mixture is stirred vigorously for 15 minutes and the layers are separated. The aqueous layer is extracted with ethyl acetate and the combined organics are washed with water, d... Reaction SMILES: Br[C:2]1[CH:7]=[CH:6][C:5]2[C:8]3([O:17][CH2:18][C:4]=2[CH:3]=1)[CH2:13][CH2:12][CH2:11][N:10]1[CH:14]=[N:15][CH:16]=[C:9]31.[Cu][C:20]#[N:21].N.C(OCC)(=O)C>CN1CCCC1=O>[CH:16]1[N:15]=[CH:14][N:10]2[CH2:11][CH2:12][CH2:13][C:8]3([C:5]4[CH:6]=[CH:7][C:2]([C:20]#[N:21])=[CH:3][C:4]=4[CH2:18][O:17]3)[C:9]=12. Reaction conditions: temperature 150 celsius, time 15 minute.